From a dataset of the Open Reaction Database (ORD), a public repository of structured organic reaction records. describe an organic reaction: reactants, conditions, products, and yield Reactants: CC(=O)C12CC3CC(CC(C1)C3)C2 (1-adamantyl methyl ketone), COC(N(C)C)OC (dimethylformamide dimethylacetal). Product: C12(CC3CC(CC(C1)C3)C2)C(C=CN(C)C)=O (1-adamantyl-3-dimethylamino-2-propen-1-one). The yield is 37.0%. Reaction SMILES: [CH3:1][C:2]([C:4]12[CH2:13][CH:8]3[CH2:9][CH:10]([CH2:12][CH:6]([CH2:7]3)[CH2:5]1)[CH2:11]2)=[O:3].CO[CH:16](OC)[N:17]([CH3:19])[CH3:18]>>[C:4]12([C:2](=[O:3])[CH:1]=[CH:16][N:17]([CH3:19])[CH3:18])[CH2:13][CH:8]3[CH2:9][CH:10]([CH2:12][CH:6]([CH2:7]3)[CH2:5]1)[CH2:11]2. Reported procedure: A solution of 17.83 g (0.10 mol) of 1-adamantyl methyl ketone in 35.75 g (0.30 mol) of dimethylformamide dimethylacetal was heated at reflux for 24 hours. After cooling and removal of the solvent in vacuo at 45° to 50° C., the residue was purified by silical gel chromatography to yield 8.64 g (37%) of a white solid: Rf 0.20 in 50% EtOAc/Ligroin; 1H NMR (CDCl3) δ 1.68 (S, 6H, the δ hydrogens of the adamantyl ring, methylene protons at the farthest position from the substituent), 1.81 (S, 6H, the ... Starting materials: [OH-].[Na+] (sodium hydroxide), O=O (oxygen), CC1=C(C(=CC=C1)C)O (2,6-dimethylphenol). The reagents and catalysts are C1=CC=C(C(=C1)C=NCCN=CC2=CC=CC=C2[O-])[O-].[Co+2] (Salcomine). Solvent: ClCCCl (1,2-dichloroethane). Reaction conditions: temperature 30 celsius. The product is CC1=CC(=C2C=C(C(=O)C(=C2)C)C)C=C(C1=O)C (3,3',5,5'-tetramethyldiphenoquinone). Reaction SMILES: [OH-:1].[Na+].[CH3:3][C:4]1[CH:9]=[CH:8][CH:7]=[C:6]([CH3:10])[C:5]=1[OH:11].O=O>ClCCCl.C1C=C(C=NCCN=CC2C([O-])=CC=CC=2)C([O-])=CC=1.[Co+2]>[CH3:3][C:4]1[C:5](=[O:1])[C:6]([CH3:10])=[CH:7][C:8](=[C:8]2[CH:7]=[C:6]([CH3:10])[C:5](=[O:11])[C:4]([CH3:3])=[CH:9]2)[CH:9]=1 |f:0.1,5.6|. Procedure details: The reaction was carried out in the same manner as in Comparative Example 1 without employing sodium hydroxide. More specifically, after 122 gm (1.0 mole) of 2,6-dimethylphenol had been dissolved in 2200 gm of 1,2-dichloroethane and 32.5 gm (0.1 mole) of "Salcomine" had been added to the solution, oxygen was passed into the mixture at 30°C. The temperature of the reaction system was raised gradually, but it was maintained at 30°C by cooling. During the above procedure there was formed 3,3',5,5'-... The reactants are C(=O)(C(F)(F)F)O (TFA), C(C)(C)(C)O[C@H](C)[C@@H]1N(C(OC1)=O)C1=NC(=NC=C1)F ((R)-4-((R)-1-(tert-butoxy)ethyl)-3-(2-fluoropyrimidin-4-yl)oxazolidin-2-one), O (water). Run in C(Cl)Cl (DCM). Conditions: time 4 hour. Product: FC1=NC=CC(=N1)N1C(OC[C@@H]1[C@@H](C)O)=O ((R)-3-(2-fluoropyrimidin-4-yl)-4-((R)-1-hydroxyethyl)oxazolidin-2-one). Isolated yield 73.6%. Reaction SMILES: C([O:5][C@@H:6]([C@H:8]1[CH2:12][O:11][C:10](=[O:13])[N:9]1[C:14]1[CH:19]=[CH:18][N:17]=[C:16]([F:20])[N:15]=1)[CH3:7])(C)(C)C.C(O)(C(F)(F)F)=O.O>C(Cl)Cl>[F:20][C:16]1[N:15]=[C:14]([N:9]2[C@@H:8]([C@H:6]([OH:5])[CH3:7])[CH2:12][O:11][C:10]2=[O:13])[CH:19]=[CH:18][N:17]=1. Reported procedure: A solution of (R)-4-((R)-1-(tert-butoxy)ethyl)-3-(2-fluoropyrimidin-4-yl)oxazolidin-2-one (1.0 g, 3.35 mmol) in 20 ml of DCM was cooled in an ice bath, and treated with 8.16 mL of TFA. The mixture was stirred at same temperature for 4 hours, and allowed to warm to room temp and stir 16 h. The reaction was poured into 10 mL water. The DCM was removed in vacuo. The aqueous was basified by slow addition of saturated NaHCO3 solution, then extracted with (2×mL) EtOAc. The organics were washed with 30... Starting materials: C(C)(=O)OCCC(C)=O (1-acetoxybutan-3-one), C[O-].[Na+] (sodium methylate). Run in CO (methanol). Yields the product CC=1C(C(CCC1C)C)=O (2,3,6-trimethyl-2-cyclohexen-1-one). As a reaction SMILES: C(O[CH2:5][CH2:6][C:7](=O)[CH3:8])(=O)C.[CH3:10][O-:11].[Na+]>CO>[CH3:5][C:6]1[C:10](=[O:11])[CH:7]([CH3:8])[CH2:6][CH2:5][C:7]=1[CH3:8] |f:1.2|. Procedure details: 130 g of 1-acetoxybutan-3-one and sodium methylate solution in methanol are dripped in the course of one hour from separate supply vessels while stirring into 400 g of boiling diethyl ketone at such a rate that the reaction mixture remains constantly alkaline. A total of 190 g of a 30% by weight sodium methylate solution is used up in this way. The whole is then heated under reflux for another hour and then neutralized with glacial acetic acid. Deposited sodium acetate is filtered off and the fi...